From a dataset of the Open Reaction Database (ORD), a public repository of structured organic reaction records. describe an organic reaction: reactants, conditions, products, and yield The reactants are [Na] (sodium), Cl (hydrochloric acid), ICC(=O)OCC (ethyl iodoacetate), ClC=1C=C2N=CC(NC2=C(C1)Cl)=O (6,8-dichloroquinoxalin-2(1H)-one). The solvent is C(C)O (ethanol). Product: C(C)OC(=O)CN1C(C=NC2=CC(=CC(=C12)Cl)Cl)=O (1-ethoxycarbonylmethyl-6,8-dichloroquinoxalin-2(1H)-one). As a reaction SMILES: [Na].[Cl:2][C:3]1[CH:4]=[C:5]2[C:10](=[C:11]([Cl:13])[CH:12]=1)[NH:9][C:8](=[O:14])[CH:7]=[N:6]2.I[CH2:16][C:17]([O:19][CH2:20][CH3:21])=[O:18].Cl>C(O)C>[CH2:20]([O:19][C:17]([CH2:16][N:9]1[C:10]2[C:5](=[CH:4][C:3]([Cl:2])=[CH:12][C:11]=2[Cl:13])[N:6]=[CH:7][C:8]1=[O:14])=[O:18])[CH3:21] |^1:0|. Reported procedure: Under a nitrogen atmosphere sodium (0.13 g, 5.62 mmol) was dissolved in 25 ml of abs. ethanol and 6,8-dichloroquinoxalin-2(1H)-one (1.10 g, 5.11 mmol) was added. The mixture was refluxed for 20 min., and ethyl iodoacetate (0.729 ml, 6.13 mmol) was added. The reaction mixture was refluxed for 72 h, cooled to room temperature, then poured onto crushed ice and acidified by dilute hydrochloric acid (pH=2). The precipitated compound was extracted with dichloromethane (4×30 ml) and purified by column ...